From a dataset of the Open Reaction Database (ORD), a public repository of structured organic reaction records. describe an organic reaction: reactants, conditions, products, and yield Reactants: [Br-].O[C@H]1C[N+]2(CCC1CC2)CC(NC2=NOC=C2)=O ((R)-3-hydroxy-1-(isoxazol-3-ylcarbamoylmethyl)-1-azonia-bicyclo[2.2.2]octane bromide), [Br-].O[C@H]1C[N+]2(CCC1CC2)CC(NC2=NOC=C2)=O ((R)-3-hydroxy-1-(isoxazol-3-ylcarbamoylmethyl)-1-azonia-bicyclo[2.2.2]octane bromide), C1(=CC=CC=C1)C=1C(=NOC1)N (4-phenylisoxazol-3-ylamine). Run in NC1=NOC=C1 (3-aminoisoxazol). The product is [Br-].O[C@H]1C[N+]2(CCC1CC2)CC(NC2=NOC=C2C2=CC=CC=C2)=O ((R)-3-Hydroxy-1-[(4-phenyl-isoxazol-3-ylcarbamoyl)-methyl]-1-azonia-bicyclo[2.2.2]octane bromide). As a reaction SMILES: [Br-:1].[OH:2][C@@H:3]1[CH:8]2[CH2:9][CH2:10][N+:5]([CH2:11][C:12](=[O:19])[NH:13][C:14]3[CH:18]=[CH:17][O:16][N:15]=3)([CH2:6][CH2:7]2)[CH2:4]1.[C:20]1(C2C(N)=NOC=2)[CH:25]=[CH:24][CH:23]=[CH:22][CH:21]=1>NC1C=CON=1>[Br-:1].[OH:2][C@@H:3]1[CH:8]2[CH2:9][CH2:10][N+:5]([CH2:11][C:12](=[O:19])[NH:13][C:14]3[C:18]([C:20]4[CH:25]=[CH:24][CH:23]=[CH:22][CH:21]=4)=[CH:17][O:16][N:15]=3)([CH2:6][CH2:7]2)[CH2:4]1 |f:0.1,4.5|. Procedure: This compound is prepared by an analogous method to (R)-3-hydroxy-1-(isoxazol-3-ylcarbamoylmethyl)-1-azonia-bicyclo[2.2.2]octane bromide (Intermediate A) by replacing in 3-aminoisoxazol in step (Ai) with 4-phenylisoxazol-3-ylamine. Solvent: CN(C)C=O (DMF), CN(C)C=O (DMF), CN(C)C=O (DMF), CN(C)C=O (DMF), CN(C)C=O (DMF), CN(C)C=O (DMF). Isolated yield 4.6%. Reaction SMILES: NCc1ccccc1C(F)(F)F.O=C(O)Cc1ccc2c(c1)C(=O)c1ccccc1CO2.C1CCC(CC1)N=C=NC2CCCCC2.C1=C(C(=CC(=C1Cl)Cl)Cl)[O-].[Na+].CCN(C(C)C)C(C)C.CN(C)C=O>>O=C(Cc1ccc2c(c1)C(=O)c1ccccc1CO2)NCc1ccccc1C(F)(F)F. Reagents/catalysts: C1CCC(CC1)N=C=NC2CCCCC2 (DCC), CCN(C(C)C)C(C)C (DIPEA), Oc1cc(Cl)c(Cl)cc1Cl (2,4,5-Trichlorophenol). Conditions: temperature 25 celsius, time 2 hour. Starting materials: O=C(O)Cc1ccc2c(c1)C(=O)c1ccccc1CO2, NCc1ccccc1C(F)(F)F. The product is O=C(Cc1ccc2c(c1)C(=O)c1ccccc1CO2)NCc1ccccc1C(F)(F)F. The reactants are BrC1=CC=C(C=C1)[C@H](C)N1C(O[C@](CC1)(C1=CC=CC=C1)CC(C)(C)O)=O ((S)-3-((S)-1-(4-bromophenyl)ethyl)-6-(2-hydroxy-2-methylpropyl)-6-phenyl-1,3-oxazinan-2-one), C1(CCCC1)OC1=NC(=CC=C1)B1OC(C(O1)(C)C)(C)C (2-(cyclopentyloxy)-6-(4,4,5,5-tetramethyl-1,3,2-dioxaborolan-2-yl)pyridine). Reaction SMILES: Br[C:2]1[CH:7]=[CH:6][C:5]([C@@H:8]([N:10]2[CH2:15][CH2:14][C@:13]([CH2:22][C:23]([OH:26])([CH3:25])[CH3:24])([C:16]3[CH:21]=[CH:20][CH:19]=[CH:18][CH:17]=3)[O:12][C:11]2=[O:27])[CH3:9])=[CH:4][CH:3]=1.[CH:28]1([O:33][C:34]2[CH:39]=[CH:38][CH:37]=[C:36](B3OC(C)(C)C(C)(C)O3)[N:35]=2)[CH2:32][CH2:31][CH2:30][CH2:29]1>>[CH:28]1([O:33][C:34]2[N:35]=[C:36]([C:2]3[CH:3]=[CH:4][C:5]([C@@H:8]([N:10]4[CH2:15][CH2:14][C@:13]([CH2:22][C:23]([OH:26])([CH3:25])[CH3:24])([C:16]5[CH:21]=[CH:20][CH:19]=[CH:18][CH:17]=5)[O:12][C:11]4=[O:27])[CH3:9])=[CH:6][CH:7]=3)[CH:37]=[CH:38][CH:39]=2)[CH2:29][CH2:30][CH2:31][CH2:32]1. Procedure details: The title compound was prepared from (S)-3-((S)-1-(4-bromophenyl)ethyl)-6-(2-hydroxy-2-methylpropyl)-6-phenyl-1,3-oxazinan-2-one and 2-(cyclopentyloxy)-6-(4,4,5,5-tetramethyl-1,3,2-dioxaborolan-2-yl)pyridine following a procedure analogous to that described in Example 14. LC-MS Method 1 tR=2.23 min, m/z=515, 457; 1H NMR (CD3OD) 0.96 (s, 3H), 1.27 (s, 3H), 1.56 (d, 3H), 1.70 (2H), 1.85 (4H), 2.05 (2H), 2.17 (s, 2H), 2.24 (m, 1H), 2.46 (2H), 3.05 (m, 1H), 5.47 (m, 1H), 5.58 (q, 1H), 6.70 (d, 1H), ... Product: C1(CCCC1)OC1=CC=CC(=N1)C1=CC=C(C=C1)[C@H](C)N1C(O[C@](CC1)(C1=CC=CC=C1)CC(C)(C)O)=O ((S)-3-((S)-1-(4-(6-(cyclopentyloxy)pyridin-2-yl)phenyl)ethyl)-6-(2-hydroxy-2-methylpropyl)-6-phenyl-1,3-oxazinan-2-one). Starting materials: C(CC)(=O)Cl (propionyl chloride), N1CCC(CC1)CO (piperidin-4-ylmethanol). The product is OCC1CCN(CC1)C(CC)=O (1-(4-(hydroxymethyl)piperidin-1-yl)propan-1-one). RXN SMILES: [C:1](Cl)(=[O:4])[CH2:2][CH3:3].[NH:6]1[CH2:11][CH2:10][CH:9]([CH2:12][OH:13])[CH2:8][CH2:7]1>>[OH:13][CH2:12][CH:9]1[CH2:10][CH2:11][N:6]([C:1](=[O:4])[CH2:2][CH3:3])[CH2:7][CH2:8]1. Procedure details: Prepared as in Example 24a from propionyl chloride and piperidin-4-ylmethanol as a colorless oil (40%). MS 172 (MH+). Product: CC=1NC(=C(C(C1C(=O)OC)C1=CC(=CC=C1)[N+](=O)[O-])C(=O)OCCN1CCN(CC1)C1=CC(=CC=C1)C(F)(F)F)C (methyl 2-[4-(3-trifluoromethylphenyl)-1-piperazinyl]ethyl 2,6-dimethyl-4-(3-nitrophenyl)-1,4-dihydropyridine-3,5-dicarboxylate). Starting materials: [N+](=O)([O-])C=1C=C(C=O)C=CC1 (m-nitrobenzaldehyde), C(CC(=O)C)(=O)OCCN1CCN(CC1)C1=CC(=CC=C1)C(F)(F)F (2-[4-(3-trifluoromethylphenyl)-1-piperazinyl]ethyl acetoacetate), N\C(=C/C(=O)OC)\C (methyl 3-aminocrotonate). The yield is 82.7%. RXN SMILES: [N+:1]([C:4]1[CH:5]=[C:6]([CH:9]=[CH:10][CH:11]=1)[CH:7]=O)([O-:3])=[O:2].[C:12]([O:18][CH2:19][CH2:20][N:21]1[CH2:26][CH2:25][N:24]([C:27]2[CH:32]=[CH:31][CH:30]=[C:29]([C:33]([F:36])([F:35])[F:34])[CH:28]=2)[CH2:23][CH2:22]1)(=[O:17])[CH2:13][C:14]([CH3:16])=O.[NH2:37]/[C:38](/[CH3:44])=[CH:39]\[C:40]([O:42][CH3:43])=[O:41]>C(O)(C)C>[CH3:44][C:38]1[NH:37][C:14]([CH3:16])=[C:13]([C:12]([O:18][CH2:19][CH2:20][N:21]2[CH2:22][CH2:23][N:24]([C:27]3[CH:32]=[CH:31][CH:30]=[C:29]([C:33]([F:36])([F:35])[F:34])[CH:28]=3)[CH2:25][CH2:26]2)=[O:17])[CH:7]([C:6]2[CH:9]=[CH:10][CH:11]=[C:4]([N+:1]([O-:3])=[O:2])[CH:5]=2)[C:39]=1[C:40]([O:42][CH3:43])=[O:41]. Procedure: A mixture of m-nitrobenzaldehyde, 2-[4-(3-trifluoromethylphenyl)-1-piperazinyl]ethyl acetoacetate and methyl 3-aminocrotonate was worked up in isopropyl alcohol in the same manner as Example 1 to give methyl 2-[4-(3-trifluoromethylphenyl)-1-piperazinyl]ethyl 2,6-dimethyl-4-(3-nitrophenyl)-1,4-dihydropyridine-3,5-dicarboxylate as a light yellow powder, m.p. 95°-87° C. (sintering). Yield 82.7%. IR(Nujol)cm-1 : 3345, 1695, 1645. NMR(CDCl3) δ: 2.34(6H,s, ##STR31## 3.64(3H,s,COOCH3), 4.21(2H,t,J=5.5,... Solvent: C(C)(C)O (isopropyl alcohol). Reaction SMILES: [C:38]([O:39][BH-:40]([O:41][C:42](=[O:43])[CH3:44])[O:45][C:46](=[O:47])[CH3:48])(=[O:49])[CH3:50].[C:56](=[O:57])([O-:58])[OH:59].[CH2:24]([CH3:25])[c:26]1[n:27][cH:28][cH:29][c:30]([NH2:33])[c:31]1[Br:32].[CH3:52][C:53](=[O:54])[OH:55].[CH3:61][CH2:62][OH:63].[CH:14]([O:15][CH2:16][CH3:17])([O:18][CH2:19][CH3:20])[O:21][CH2:22][CH3:23].[Cl:34][CH:35]([Cl:36])[CH3:37].[Na+:51].[Na+:60].[c:1]1([CH:7]2[CH2:8][CH2:9][C:10](=[O:13])[CH2:11][CH2:12]2)[cH:2][cH:3][cH:4][cH:5][cH:6]1>>[c:1]1([CH:7]2[CH2:8][CH2:9][CH:10]([NH:33][c:30]3[cH:29][cH:28][n:27][c:26]([CH2:24][CH3:25])[c:31]3[Br:32])[CH2:11][CH2:12]2)[cH:2][cH:3][cH:4][cH:5][cH:6]1. The product is CCc1nccc(NC2CCC(c3ccccc3)CC2)c1Br. Reactants: CC(=O)O[BH-](OC(C)=O)OC(C)=O, O=C([O-])O, CCc1nccc(N)c1Br, CC(=O)O, CCO, CCOC(OCC)OCC, CC(Cl)Cl, [Na+], [Na+], O=C1CCC(c2ccccc2)CC1. The reactants are O=C1N(C(C2=CC=CC=C12)=O)CCCN(S(=O)(=O)C1=C(C=CC=C1)[N+](=O)[O-])C(C)C (N-[3-(1,3-dioxo-1,3-dihydro-2H-isoindol-2-yl)propyl]-N-isopropyl-2-nitrobenzenesulfonamide), O.NN (hydrazine monohydrate), C(C)O (ethanol). The solvent is C(C)OCC (diethyl ether). The product is NCCCN(S(=O)(=O)C1=C(C=CC=C1)[N+](=O)[O-])C(C)C (N-(3-aminopropyl)-N-isopropyl-2-nitrobenzenesulfonamide). Isolated yield 99.2%. RXN SMILES: O=C1C2C(=CC=CC=2)C(=O)[N:3]1[CH2:12][CH2:13][CH2:14][N:15]([CH:28]([CH3:30])[CH3:29])[S:16]([C:19]1[CH:24]=[CH:23][CH:22]=[CH:21][C:20]=1[N+:25]([O-:27])=[O:26])(=[O:18])=[O:17].O.NN.C(O)C>C(OCC)C>[NH2:3][CH2:12][CH2:13][CH2:14][N:15]([CH:28]([CH3:30])[CH3:29])[S:16]([C:19]1[CH:24]=[CH:23][CH:22]=[CH:21][C:20]=1[N+:25]([O-:27])=[O:26])(=[O:17])=[O:18] |f:1.2|. Procedure: The compound (8.11 g, 18.80 mmol) obtained in step B and hydrazine monohydrate (5 ml) were added to ethanol (200 ml) and the mixture was heated under reflux for 1 hr. The reaction mixture was cooled, and diluted with diethyl ether. The insoluble material was filtered off, and the solution was concentrated under reduced pressure. The obtained oil was dissolved in dichloromethane, and the solution was extracted with hydrochloric acid. The aqueous layer was alkalified with aqueous sodium hydroxide ... The product is O1N=CC=C1NC(=O)N1CCN(CC1)C1=NC(=NS1)C1=CC=CC=C1 (N-Isoxazol-5-yl-4-(3-phenyl-1,2,4-thiadiazol-5-yl)piperazine-1-carboxamide). Run in O (water). Procedure: A solution of 2,2,2-trichloroethyl isoxazol-5-ylcarbamate (200 mg, 0.771 mmol), 1-(3-phenyl-1,2,4-thiadiazol-5-yl)piperazine (190 mg, 0.771 mmol), diisopropylethylamine (0.134 ml, 0.771 mmol) and dimethylsulfoxide (7 ml) was stirred at 70° C. for 12 hours, the reaction mixture was poured into water and the mixture was extracted with ethyl acetate. The extract was washed with water and dried over anhydrous magnesium sulfate. The solvent was distilled off under reduced pressure. The residue was pu... RXN SMILES: [O:1]1[C:5]([NH:6][C:7](=[O:14])OCC(Cl)(Cl)Cl)=[CH:4][CH:3]=[N:2]1.[C:15]1([C:21]2[N:25]=[C:24]([N:26]3[CH2:31][CH2:30][NH:29][CH2:28][CH2:27]3)[S:23][N:22]=2)[CH:20]=[CH:19][CH:18]=[CH:17][CH:16]=1.C(N(C(C)C)CC)(C)C.CS(C)=O>O>[O:1]1[C:5]([NH:6][C:7]([N:29]2[CH2:30][CH2:31][N:26]([C:24]3[S:23][N:22]=[C:21]([C:15]4[CH:20]=[CH:19][CH:18]=[CH:17][CH:16]=4)[N:25]=3)[CH2:27][CH2:28]2)=[O:14])=[CH:4][CH:3]=[N:2]1. Starting materials: O1N=CC=C1NC(OCC(Cl)(Cl)Cl)=O (2,2,2-trichloroethyl isoxazol-5-ylcarbamate), C1(=CC=CC=C1)C1=NSC(=N1)N1CCNCC1 (1-(3-phenyl-1,2,4-thiadiazol-5-yl)piperazine), C(C)(C)N(CC)C(C)C (diisopropylethylamine), CS(=O)C (dimethylsulfoxide). The reactants are ClC1=C(C2=C(CCNCC2)C=C1)CSC=1SCCN1 (7-chloro-6-(4,5-dihydro-thiazol-2-ylthiomethyl)-2,3,4,5-tetrahydro-1H-benzo[d]azepine), C(CCC(=O)O)(=O)O (succinic acid). Solvent: C(C)O (ethanol). Product: C(CCC(=O)O)(=O)O.ClC1=C(C2=C(CCNCC2)C=C1)CSC=1SCCN1 (7-Chloro-6-(4,5-dihydro-thiazol-2-ylthiomethyl)-2,3,4,5-tetrahydro-1H-benzo[d]azepine Succinate). Isolated yield 101.8%. As a reaction SMILES: [Cl:1][C:2]1[CH:12]=[CH:11][C:5]2[CH2:6][CH2:7][NH:8][CH2:9][CH2:10][C:4]=2[C:3]=1[CH2:13][S:14][C:15]1[S:16][CH2:17][CH2:18][N:19]=1.[C:20]([OH:27])(=[O:26])[CH2:21][CH2:22][C:23]([OH:25])=[O:24]>C(O)C>[C:20]([OH:27])(=[O:26])[CH2:21][CH2:22][C:23]([OH:25])=[O:24].[Cl:1][C:2]1[CH:12]=[CH:11][C:5]2[CH2:6][CH2:7][NH:8][CH2:9][CH2:10][C:4]=2[C:3]=1[CH2:13][S:14][C:15]1[S:16][CH2:17][CH2:18][N:19]=1 |f:3.4|. Reported procedure: To a solution of 7-chloro-6-(4,5-dihydro-thiazol-2-ylthiomethyl)-2,3,4,5-tetrahydro-1H-benzo[d]azepine (0.57 g, 1.8 mmol) in absolute ethanol (10 mL), add succinic acid (0.217 g, 1.83 mmol). After acid dissolves, concentrate the reaction mixture in vacuo. Combine the residue with MTBE, concentrate in vacuo several times and dry under high vacuum at room temperature overnight to obtain the title compound (0.79 g, 100%) as a white foam. MS (ES+) m/z/z: 313.0 (M+H)+.